Dataset: the Open Reaction Database (ORD), a public repository of structured organic reaction records. Task: describe an organic reaction: reactants, conditions, products, and yield Reported procedure: trans-5-[4-[(t-Butoxycabonyl)methyloxy]cyclohexyl]-1,3-dimethylhexahydro-2-oxo-1,3,5-triazine (300mg, 0.879 mmol) was dissolved in t-butanol (5 ml) and a saturated aqueous ammonium chloride solution (5 ml) was added, which was followed by refluxing under heating for 2 hours. The reaction mixture was adjusted to pH 10 with a 1N aqueous sodium hydroxide solution and extracted with benzene. The extract was washed with water and saturated brine, and dried over anhydrous sodium sulfate. After filtrat... The reactants are [Cl-].[NH4+] (ammonium chloride), C(C)(C)(C)OC(=O)CO[C@@H]1CC[C@H](CC1)N1CN(C(N(C1)C)=O)C (trans-5-[4-[(t-Butoxycabonyl)methyloxy]cyclohexyl]-1,3-dimethylhexahydro-2-oxo-1,3,5-triazine), [OH-].[Na+] (sodium hydroxide). Product: N[C@@H]1CC[C@H](CC1)OCC(=O)OC(C)(C)C (t-butyl trans-(4-aminocyclohexyloxy)acetate). As a reaction SMILES: [C:1]([O:5][C:6]([CH2:8][O:9][C@H:10]1[CH2:15][CH2:14][C@H:13]([N:16]2CN(C)C(=O)N(C)C2)[CH2:12][CH2:11]1)=[O:7])([CH3:4])([CH3:3])[CH3:2].[Cl-].[NH4+].[OH-].[Na+]>C(O)(C)(C)C>[NH2:16][C@H:13]1[CH2:14][CH2:15][C@H:10]([O:9][CH2:8][C:6]([O:5][C:1]([CH3:4])([CH3:3])[CH3:2])=[O:7])[CH2:11][CH2:12]1 |f:1.2,3.4|. Isolated yield 64.5%. The solvent is C(C)(C)(C)O (t-butanol). The reactants are C1CCOC1, Cc1cc(-c2ccc(C(F)(F)F)cc2)cc(-c2cccc(-c3cccc(S(=O)(=O)Cl)c3)n2)n1, CNC, CCOC(C)=O. Product: Cc1cc(-c2ccc(C(F)(F)F)cc2)cc(-c2cccc(-c3cccc(S(=O)(=O)N(C)C)c3)n2)n1. RXN SMILES: [CH2:37]1[O:38][CH2:39][CH2:40][CH2:41]1.[CH3:1][c:2]1[cH:3][c:4](-[c:24]2[cH:25][cH:26][c:27]([C:30]([F:31])([F:32])[F:33])[cH:28][cH:29]2)[cH:5][c:6](-[c:8]2[n:9][c:10](-[c:14]3[cH:15][c:16]([S:20](=[O:21])(=[O:22])[Cl:23])[cH:17][cH:18][cH:19]3)[cH:11][cH:12][cH:13]2)[n:7]1.[CH3:34][NH:35][CH3:36].[CH3:42][CH2:43][O:44][C:45]([CH3:46])=[O:47]>>[CH3:1][c:2]1[cH:3][c:4](-[c:24]2[cH:25][cH:26][c:27]([C:30]([F:31])([F:32])[F:33])[cH:28][cH:29]2)[cH:5][c:6](-[c:8]2[n:9][c:10](-[c:14]3[cH:15][c:16]([S:20](=[O:21])(=[O:22])[N:35]([CH3:34])[CH3:36])[cH:17][cH:18][cH:19]3)[cH:11][cH:12][cH:13]2)[n:7]1. Reaction SMILES: [F:1][C:2]([F:30])([CH2:27][CH2:28][CH3:29])[C:3](=[O:26])[CH2:4][CH2:5][CH2:6][C@H:7]1[C@H:11]([OH:12])[CH2:10][C:9](=[O:13])[C@@H:8]1[CH2:14]/[CH:15]=[CH:16]\[CH2:17][CH2:18][CH2:19][C:20]([O:22][CH:23](C)C)=[O:21].[H][H]>C(OCC)(=O)C.[Pd]>[F:1][C:2]([F:30])([CH2:27][CH2:28][CH3:29])[C:3](=[O:26])[CH2:4][CH2:5][CH2:6][C@H:7]1[C@H:11]([OH:12])[CH2:10][C:9](=[O:13])[C@@H:8]1[CH2:14][CH2:15][CH2:16][CH2:17][CH2:18][CH2:19][C:20]([O:22][CH3:23])=[O:21]. The product is FC(C(CCC[C@@H]1[C@H](C(C[C@H]1O)=O)CCCCCCC(=O)OC)=O)(CCC)F (methyl 7-{(1R)-(2R,3R)-2-(5,5-difluoro-4-oxooctyl)-3-hydroxy-5-oxocylopentyl}heptanoate). Reactants: FC(C(CCC[C@@H]1[C@H](C(C[C@H]1O)=O)C\C=C/CCCC(=O)OC(C)C)=O)(CCC)F (isopropyl (Z)-7-{(1R)-(2R,3R)-2-(5,5-difluoro-4-oxooctyl)-5-oxo-3-hydroxycylopentyl}-hept-5-enoate), [H][H] (hydrogen). The reagents and catalysts are [Pd] (Pd-C). The solvent is C(C)(=O)OCC (ethyl acetate). Procedure: A solution of 15-dehydroxy-17,17-difluoro-13,14-dihydro-16-oxo-PGE2 isopropyl ester (20) (0.303 g) obtained in Example 3 in ethyl acetate (20 ml) was subjected to hydrogenation with a catalytic amount of 5% Pd-C and hydrogen gas. The reaction mixture was filtered and the filtrate was concentrated to give the crude product, which was chromatographed on a Rober column to give the titled compound (35). Reactants: CCOC(=O)c1sc(Cl)nc1-c1ccccc1, [Na+], C1CCOC1, [OH-], O. The product is O=C(O)c1sc(Cl)nc1-c1ccccc1. As a reaction SMILES: [Cl:1][c:2]1[s:3][c:4]([C:13](=[O:14])[O:15][CH2:16][CH3:17])[c:5](-[c:7]2[cH:8][cH:9][cH:10][cH:11][cH:12]2)[n:6]1.[Na+:19].[O:21]1[CH2:22][CH2:23][CH2:24][CH2:25]1.[OH-:18].[OH2:20]>>[Cl:1][c:2]1[s:3][c:4]([C:13](=[O:14])[OH:15])[c:5](-[c:7]2[cH:8][cH:9][cH:10][cH:11][cH:12]2)[n:6]1. Starting materials: Cl.FC1=CC(=C(CNOC)C=C1)SC (N-(4-fluoro-2-methylsulfanyl-benzyl)-O-methyl-hydroxylamine hydrochloride), CC1(OC(C(O1)=CC(=O)Cl)=O)C ((2,2-Dimethyl-5-oxo-[1,3]dioxolan-4-ylidene)-acetyl chloride), C(C)(C)N(CC)C(C)C (diisopropyethylamine). Run in C(Cl)Cl (CH2Cl2). Conditions: time 1 hour. Product: CC1(OC(C(O1)=CC(=O)N(OC)CC1=C(C=C(C=C1)F)SC)=O)C (2-(2,2-Dimethyl-5-oxo-[1,3]dioxolan-4-ylidene)-N-(4-fluoro-2-methylsulfanyl-benzyl)-N-methoxy-acetamide). Isolated yield 99.6%. As a reaction SMILES: Cl.[F:2][C:3]1[CH:12]=[CH:11][C:6]([CH2:7][NH:8][O:9][CH3:10])=[C:5]([S:13][CH3:14])[CH:4]=1.[CH3:15][C:16]1([CH3:26])[O:20][C:19](=[CH:21][C:22](Cl)=[O:23])[C:18](=[O:25])[O:17]1.C(N(C(C)C)CC)(C)C>C(Cl)Cl>[CH3:15][C:16]1([CH3:26])[O:20][C:19](=[CH:21][C:22]([N:8]([CH2:7][C:6]2[CH:11]=[CH:12][C:3]([F:2])=[CH:4][C:5]=2[S:13][CH3:14])[O:9][CH3:10])=[O:23])[C:18](=[O:25])[O:17]1 |f:0.1|. Reported procedure: To a stirred solution of N-(4-fluoro-2-methylsulfanyl-benzyl)-O-methyl-hydroxylamine hydrochloride (1.19 g, 5 mmol) and (2,2-Dimethyl-5-oxo-[1,3]dioxolan-4-ylidene)-acetyl chloride (0.953 g, 5 mmol) in CH2Cl2 (20 mL) was added diisopropyethylamine (1.9 mL, 11 mmol) at room temperature. After 1 h, the reaction mixture was concentrated and the resulting residue was taken up into ether (150 mL), washed with 1N HCl (10 mL), water (20 mL) and brine (20 mL). The organic layer was dried over anhydrous ... The reactants are ClC=1C=C(C2=C(CC(O2)CN)C1C)C(C)C ((±)-1-(5-chloro-7-isopropyl-4-methyl-2,3-dihydro-1-benzofuran-2-yl)methanamine), Intermediate 12, C(C)(C)N(CC)C(C)C (diisopropylethylamine), ClC(=O)OCC1=CC=CC=C1 (benzyl chloroformate). Product: C(C1=CC=CC=C1)OC(NCC1OC2=C(C1)C(=C(C=C2C(C)C)Cl)C)=O ((±)-benzyl(5-chloro-7-isopropyl-4-methyl-2,3-dihydro-1-benzofuran-2-yl)methylcarbamate). Yield: 81.3%. RXN SMILES: [Cl:1][C:2]1[CH:3]=[C:4]([CH:14]([CH3:16])[CH3:15])[C:5]2[O:9][CH:8]([CH2:10][NH2:11])[CH2:7][C:6]=2[C:12]=1[CH3:13].C(N(C(C)C)CC)(C)C.Cl[C:27]([O:29][CH2:30][C:31]1[CH:36]=[CH:35][CH:34]=[CH:33][CH:32]=1)=[O:28]>>[CH2:30]([O:29][C:27](=[O:28])[NH:11][CH2:10][CH:8]1[CH2:7][C:6]2[C:12]([CH3:13])=[C:2]([Cl:1])[CH:3]=[C:4]([CH:14]([CH3:16])[CH3:15])[C:5]=2[O:9]1)[C:31]1[CH:36]=[CH:35][CH:34]=[CH:33][CH:32]=1. Procedure: Treatment of (±)-1-(5-chloro-7-isopropyl-4-methyl-2,3-dihydro-1-benzofuran-2-yl)methanamine (3.41 g, 12.3 mmol) with diisopropylethylamine (1.99 g, 14.2 mmol) and benzyl chloroformate (2.42 g, 14.2 mmol) generally according to the procedure described for Intermediate 12 gave 3.74 g (81%) of (±)-benzyl(5-chloro-7-isopropyl-4-methyl-2,3-dihydro-1-benzofuran-2-yl)methylcarbamate as a colorless oil. Anal. calcd. for C21H24ClNO3 C, 67.46; H, 6.47; N, 3.75. Found C, 67.01; H, 6.52; N, 3.56. Chiral HPL...